This data is from the Open Reaction Database (ORD), a public repository of structured organic reaction records. The task is: describe an organic reaction: reactants, conditions, products, and yield As a reaction SMILES: [C:2]([NH3+:3])([CH3:4])([CH3:5])[CH3:6].[C:7]([Si:8]([CH3:9])([CH3:10])[O:12][CH2:13][c:14]1[c:15](-[c:24]2[c:25]([O:35][CH3:36])[c:26]([OH:34])[c:27]([F:33])[c:28]([CH:30]([CH3:31])[CH3:32])[cH:29]2)[cH:16][cH:17][c:18]([C:20]([F:21])([F:22])[F:23])[cH:19]1)([CH3:11])([CH3:37])[CH3:38].[CH2:41]1[O:42][CH2:43][CH2:44][CH2:45]1.[Cl-:39].[F-:1].[NH4+:40]>>[OH:12][CH2:13][c:14]1[c:15](-[c:24]2[c:25]([O:35][CH3:36])[c:26]([OH:34])[c:27]([F:33])[c:28]([CH:30]([CH3:31])[CH3:32])[cH:29]2)[cH:16][cH:17][c:18]([C:20]([F:21])([F:22])[F:23])[cH:19]1. The product is COc1c(-c2ccc(C(F)(F)F)cc2CO)cc(C(C)C)c(F)c1O. Reactants: CC(C)(C)[NH3+], COc1c(-c2ccc(C(F)(F)F)cc2CO[Si](C)(C)C(C)(C)C)cc(C(C)C)c(F)c1O, C1CCOC1, [Cl-], [F-], [NH4+]. The product is ClC1=CC=C2C(=NC=NC2=C1)N(C)C1=CC=C(OC(C(=O)OCC)C)C=C1 (ethyl 2-{4-[N-(7-chloro-4-quinazolinyl)-N-methylamino]phenoxy}propionate). Starting materials: ClC1=CC=C2C(=NC=NC2=C1)N(C)C1=CC=C(C=C1)O (4-[N-(7-Chloro-4-quinazolinyl)-N-methylamino]phenol), BrC(C(=O)OCC)C (ethyl 2-bromopropionate). Reported procedure: 4-[N-(7-Chloro-4-quinazolinyl)-N-methylamino]phenol was reacted with ethyl 2-bromopropionate, following essentially the same procedure as that described in Example 3 part(b), to give ethyl 2-{4-[N-(7-chloro-4-quinazolinyl)-N-methylamino]phenoxy}propionate as a yellow solid mp 92° C. The assigned structure was confirmed by proton magnetic resonance spectroscopy and mass spectrometry. Reaction SMILES: [Cl:1][C:2]1[CH:11]=[C:10]2[C:5]([C:6]([N:12]([C:14]3[CH:19]=[CH:18][C:17]([OH:20])=[CH:16][CH:15]=3)[CH3:13])=[N:7][CH:8]=[N:9]2)=[CH:4][CH:3]=1.Br[CH:22]([CH3:28])[C:23]([O:25][CH2:26][CH3:27])=[O:24]>>[Cl:1][C:2]1[CH:11]=[C:10]2[C:5]([C:6]([N:12]([C:14]3[CH:19]=[CH:18][C:17]([O:20][CH:22]([CH3:28])[C:23]([O:25][CH2:26][CH3:27])=[O:24])=[CH:16][CH:15]=3)[CH3:13])=[N:7][CH:8]=[N:9]2)=[CH:4][CH:3]=1. The reactants are CC(C)(C)Nc1c(-c2ccc(Br)s2)nc2cnccn12, O=C([O-])[O-], C#C[Si](C)(C)C, [Cu]I, [Na+], [Na+], CN(C)C=O, Cl[Pd]Cl, c1ccc(P(c2ccccc2)c2ccccc2)cc1, c1ccc(P(c2ccccc2)c2ccccc2)cc1. The product is CC(C)(C)Nc1c(-c2ccc(C#C[Si](C)(C)C)s2)nc2cnccn12. As a reaction SMILES: [Br:7][c:8]1[cH:9][cH:10][c:11](-[c:13]2[n:14][c:15]3[n:16]([cH:17][cH:18][n:19][cH:20]3)[c:21]2[NH:22][C:23]([CH3:24])([CH3:25])[CH3:26])[s:12]1.[C:27](=[O:28])([O-:29])[O-:30].[CH3:1][Si:2]([CH3:3])([CH3:4])[C:5]#[CH:6].[Cu:38][I:39].[Na+:31].[Na+:32].[O:33]=[CH:34][N:35]([CH3:36])[CH3:37].[Pd:40]([Cl:41])[Cl:42].[c:43]1([P:44]([c:45]2[cH:46][cH:47][cH:48][cH:49][cH:50]2)[c:51]2[cH:52][cH:53][cH:54][cH:55][cH:56]2)[cH:57][cH:58][cH:59][cH:60][cH:61]1.[c:62]1([P:63]([c:64]2[cH:65][cH:66][cH:67][cH:68][cH:69]2)[c:70]2[cH:71][cH:72][cH:73][cH:74][cH:75]2)[cH:76][cH:77][cH:78][cH:79][cH:80]1>>[CH3:1][Si:2]([CH3:3])([CH3:4])[C:5]#[C:6][c:8]1[cH:9][cH:10][c:11](-[c:13]2[n:14][c:15]3[n:16]([cH:17][cH:18][n:19][cH:20]3)[c:21]2[NH:22][C:23]([CH3:24])([CH3:25])[CH3:26])[s:12]1. Starting materials: BrCCCCBr, C=CCOC(C)CCC(C)O. Yields the product C=CCOC(C)CCC(C)OCCCCBr. RXN SMILES: [Br:12][CH2:13][CH2:14][CH2:15][CH2:16][Br:17].[CH2:1]([CH:2]=[CH2:3])[O:4][CH:5]([CH2:6][CH2:7][CH:8]([CH3:9])[OH:10])[CH3:11]>>[CH2:1]([CH:2]=[CH2:3])[O:4][CH:5]([CH2:6][CH2:7][CH:8]([CH3:9])[O:10][CH2:16][CH2:15][CH2:14][CH2:13][Br:12])[CH3:11]. Starting materials: O=C([O-])[O-], CN(C)C=O, [Cl-], C#CCOc1cc(Cl)ncn1, [K+], [K+], [NH4+], Oc1ccc(Cl)cc1. The product is C#CCOc1cc(Oc2ccc(Cl)cc2)ncn1. RXN SMILES: [C:12](=[O:13])([O-:14])[O-:15].[CH3:28][N:29]([CH3:30])[CH:31]=[O:32].[Cl-:26].[Cl:1][c:2]1[n:3][cH:4][n:5][c:6]([O:8][CH2:9][C:10]#[CH:11])[cH:7]1.[K+:16].[K+:17].[NH4+:27].[OH:18][c:19]1[cH:20][cH:21][c:22]([Cl:23])[cH:24][cH:25]1>>[c:2]1([O:18][c:19]2[cH:20][cH:21][c:22]([Cl:23])[cH:24][cH:25]2)[n:3][cH:4][n:5][c:6]([O:8][CH2:9][C:10]#[CH:11])[cH:7]1.